Dataset: the Open Reaction Database (ORD), a public repository of structured organic reaction records. Task: describe an organic reaction: reactants, conditions, products, and yield Starting materials: COc1ccc(NS(=O)(=O)c2c(F)c(F)c(F)c(F)c2Br)cc1O, CO. The product is COc1ccc(NS(=O)(=O)c2cc(F)c(F)c(F)c2F)cc1O. As a reaction SMILES: [Br:1][c:2]1[c:3]([S:12](=[O:13])(=[O:14])[NH:15][c:16]2[cH:17][c:18]([OH:24])[c:19]([O:22][CH3:23])[cH:20][cH:21]2)[c:4]([F:11])[c:5]([F:10])[c:6]([F:9])[c:7]1[F:8].[CH3:25][OH:26]>>[cH:2]1[c:3]([S:12](=[O:13])(=[O:14])[NH:15][c:16]2[cH:17][c:18]([OH:24])[c:19]([O:22][CH3:23])[cH:20][cH:21]2)[c:4]([F:11])[c:5]([F:10])[c:6]([F:9])[c:7]1[F:8]. Reagents/catalysts: [Pt]=O (Platinum oxide). Yield: 38.0%. The product is ClC=1C=CC(=C(C1)C1NCCOC1)OCC (3-(5-chloro-2-ethoxyphenyl)morpholine). The reactants are ClC=1C=CC(=C(C1)C=1N(CCOC1)C(=O)OC(C)(C)C)OCC (tert-butyl 5-(5-chloro-2-ethoxyphenyl)-2H-1,4-oxazine-4(3H)-carboxylate). Procedure details: This compound was prepared from tert-butyl 5-(5-chloro-2-ethoxyphenyl)-2H-1,4-oxazine-4(3H)-carboxylate using procedures similar to those described in Example 3b above. Platinum oxide was used as a catalyst. The product was isolated as a brown solid (38% yield); 1H-NMR (d6-DMSO) 1.34 (3H, s), 2.87-3.00 (3H, m), 3.42 (2H, m), 3.72-3.76 (2H, m), 4.02-4.11 (3H, m), 6.97 (1H, d), 7.25 (1H, d), 7.47 (1H, brs); 13C-NMR (d6-DMSO) 14.6, 45.9, 52.9, 63.7, 66.5, 71.1, 113.2, 126.9, 127.5; MS ES(+) 242.8 (... RXN SMILES: [Cl:1][C:2]1[CH:3]=[CH:4][C:5]([O:21][CH2:22][CH3:23])=[C:6]([C:8]2[N:9](C(OC(C)(C)C)=O)[CH2:10][CH2:11][O:12][CH:13]=2)[CH:7]=1>[Pt]=O>[Cl:1][C:2]1[CH:3]=[CH:4][C:5]([O:21][CH2:22][CH3:23])=[C:6]([CH:8]2[CH2:13][O:12][CH2:11][CH2:10][NH:9]2)[CH:7]=1. Reactants: C(C)(=O)OC(C)=O (acetic anhydride), C(C)(=O)[O-].[NH4+] (ammonium acetate), C1(CCCCC1)(CC(=O)O)CC(=O)O (1,1-cyclohexane diacetic acid), N (ammonia). Run in C(C)(CC)O (secondary butyl alcohol), O (water). Yields the product C1CCC2(CC1)CC(=O)NC(=O)C2 (3,3-pentamethylene glutarimide). Isolated yield 96.9%. As a reaction SMILES: C(OC(=O)C)(=O)C.C([O-])(=O)C.[NH4+:12].[C:13]1([CH2:23][C:24]([OH:26])=O)([CH2:19][C:20](O)=[O:21])[CH2:18][CH2:17][CH2:16][CH2:15][CH2:14]1.N>C(O)(CC)C.O>[CH2:16]1[CH2:17][CH2:18][C:13]2([CH2:23][C:24](=[O:26])[NH:12][C:20](=[O:21])[CH2:19]2)[CH2:14][CH2:15]1 |f:1.2|. Reported procedure: A flask is charged with 66.5 g of acetic anhydride, 66.5 g of ammonium acetate, and 100 g of 1,1-cyclohexane diacetic acid. The reaction mass is heated to 160° C.-170° C. for eight hours, eliminating by distillation the acetic acid that has formed. It is cooled to 90° C.-110° C., and 200 g of water and 100 g of secondary butyl alcohol are added. It then undergoes further cooling to room temperature, and the pH is brought to approximately 9 using 30% of aqueous ammonia. This is followed by filtra... The reactants are C=CCBr, [H-], [Na+], CN(C)C=O, O, O=S1(=O)NCC(O)c2ccsc21. Product: C=CCN1CC(O)c2ccsc2S1(=O)=O. RXN SMILES: [CH2:15]([CH:16]=[CH2:17])[Br:18].[H-:13].[Na+:14].[O:20]=[CH:21][N:22]([CH3:23])[CH3:24].[OH2:19].[OH:1][CH:2]1[CH2:3][NH:4][S:5](=[O:11])(=[O:12])[c:6]2[c:7]1[cH:8][cH:9][s:10]2>>[OH:1][CH:2]1[CH2:3][N:4]([CH2:17][CH:16]=[CH2:15])[S:5](=[O:11])(=[O:12])[c:6]2[c:7]1[cH:8][cH:9][s:10]2. Starting materials: O=C1NC=CC=C1C(=O)O (1,2-dihydro-2-oxo-3-pyridinecarboxylic acid), S(O)(O)(=O)=O (sulfuric acid), C1=CC=CC=C1 (benzene). Run in CO (methanol). The product is O=C1NC=CC=C1C(=O)OC (Methyl 2-Oxo-1,2-dihydro-3-pyridinecarboxylate). RXN SMILES: [O:1]=[C:2]1[C:7]([C:8]([OH:10])=[O:9])=[CH:6][CH:5]=[CH:4][NH:3]1.S(=O)(=O)(O)O.[CH:16]1C=CC=CC=1>CO>[O:1]=[C:2]1[C:7]([C:8]([O:10][CH3:16])=[O:9])=[CH:6][CH:5]=[CH:4][NH:3]1. Procedure: A mixture containing 27.8 g of 1,2-dihydro-2-oxo-3-pyridinecarboxylic acid, 3.0 ml of concentrated sulfuric acid in 500 ml of methanol, and 300 ml of benzene are heated under reflux for 2.5 hours. A Dean-Stark trap is then attached, and the azeotrope collected is removed periodically in 25 ml fractions over a period of 28 hours. The remaining solvent is removed by evaporation under reduced pressure and the solid residue suspended in 500 ml of cold water. The suspension is filtered (from which un... Starting materials: Oc1cncc(Br)c1, C1CCOC1, CCOC(=O)N=NC(=O)OCC, O=C1CCCN1CCO, c1ccc(P(c2ccccc2)c2ccccc2)cc1. Product: O=C1CCCN1CCOc1cncc(Br)c1. As a reaction SMILES: [Br:41][c:42]1[cH:43][c:44]([OH:48])[cH:45][n:46][cH:47]1.[CH2:49]1[O:50][CH2:51][CH2:52][CH2:53]1.[O:20]=[C:21]([O:22][CH2:23][CH3:24])[N:25]=[N:26][C:27]([O:28][CH2:29][CH3:30])=[O:31].[OH:32][CH2:33][CH2:34][N:35]1[C:36](=[O:40])[CH2:37][CH2:38][CH2:39]1.[c:1]1([P:2]([c:3]2[cH:4][cH:5][cH:6][cH:7][cH:8]2)[c:9]2[cH:10][cH:11][cH:12][cH:13][cH:14]2)[cH:15][cH:16][cH:17][cH:18][cH:19]1>>[O:32]([CH2:33][CH2:34][N:35]1[C:36](=[O:40])[CH2:37][CH2:38][CH2:39]1)[c:44]1[cH:43][c:42]([Br:41])[cH:47][n:46][cH:45]1. The reactants are Cl, CCOC(=O)c1cnc2cc(F)c(OC)cc2c1O, [Na+], [OH-], O. Yields the product COc1cc2c(O)c(C(=O)O)cnc2cc1F. Reaction SMILES: [ClH:22].[F:1][c:2]1[c:3]([O:18][CH3:19])[cH:4][c:5]2[c:6]([OH:17])[c:7]([C:12](=[O:13])[O:14][CH2:15][CH3:16])[cH:8][n:9][c:10]2[cH:11]1.[Na+:21].[OH-:20].[OH2:23]>>[F:1][c:2]1[c:3]([O:18][CH3:19])[cH:4][c:5]2[c:6]([OH:17])[c:7]([C:12](=[O:13])[OH:14])[cH:8][n:9][c:10]2[cH:11]1. Reactants: FC=1C=C(C(=NC1F)N[C@@H](C)C1=CC=C(C=C1)F)[N+](=O)[O-] ((S)-5,6-difluoro-N-(1-(4-fluorophenyl)ethyl)-3-nitropyridin-2-amine), C(C)(C)OC1=CC(=NN1)N (5-isopropoxy-1H-pyrazol-3-amine), CCN(C(C)C)C(C)C (DIEA). The solvent is C1CCOC1 (THF). Conditions: temperature 55 celsius. Yields the product FC=1C(=NC(=C(C1)[N+](=O)[O-])N[C@@H](C)C1=CC=C(C=C1)F)NC1=NNC(=C1)OC(C)C ((S)-3-Fluoro-N6-(1-(4-fluorophenyl)ethyl)-N2-(5-isopropoxy-1H-pyrazol-3-yl)-5-nitropyridine-2,6-diamine). Yield: 40.6%. Reaction SMILES: [F:1][C:2]1[CH:3]=[C:4]([N+:19]([O-:21])=[O:20])[C:5]([NH:9][C@H:10]([C:12]2[CH:17]=[CH:16][C:15]([F:18])=[CH:14][CH:13]=2)[CH3:11])=[N:6][C:7]=1F.[CH:22]([O:25][C:26]1[NH:30][N:29]=[C:28]([NH2:31])[CH:27]=1)([CH3:24])[CH3:23].CCN(C(C)C)C(C)C>C1COCC1>[F:1][C:2]1[C:7]([NH:31][C:28]2[CH:27]=[C:26]([O:25][CH:22]([CH3:24])[CH3:23])[NH:30][N:29]=2)=[N:6][C:5]([NH:9][C@H:10]([C:12]2[CH:17]=[CH:16][C:15]([F:18])=[CH:14][CH:13]=2)[CH3:11])=[C:4]([N+:19]([O-:21])=[O:20])[CH:3]=1. Procedure details: To a solution of (S)-5,6-difluoro-N-(1-(4-fluorophenyl)ethyl)-3-nitropyridin-2-amine (Method 23; 0.60 g, 2.0 mmol) in THF (10 ml) at room temperature was added 5-isopropoxy-1H-pyrazol-3-amine (0.50 g, 3.0 mmol), and DIEA (0.29 g, 2.2 mmol). The reaction was then heated to 55° C. for 24 hours, cooled to room temperature, and quenched with water. The reaction was then extracted with DCM (2×75 ml), and the combined organic fractions were dried over Na2SO4, filtered, and then concentrated. The resul...